This data is from the Open Reaction Database (ORD), a public repository of structured organic reaction records. The task is: describe an organic reaction: reactants, conditions, products, and yield Starting materials: CC1(C)CCCC(C)(C)N1O, CC(C)=O, OCc1cc(Cl)nc(-c2ccccc2)n1, O=c1n(Cl)c(=O)n(Cl)c(=O)n1Cl, [Na+], O=C([O-])O. Yields the product O=C(O)c1cc(Cl)nc(-c2ccccc2)n1. RXN SMILES: [CH3:21][C:22]1([CH3:31])[N:23]([O:24])[C:25]([CH3:26])([CH3:27])[CH2:28][CH2:29][CH2:30]1.[CH3:44][C:45](=[O:46])[CH3:47].[Cl:1][c:2]1[cH:3][c:4]([CH2:14][OH:15])[n:5][c:6](-[c:8]2[cH:9][cH:10][cH:11][cH:12][cH:13]2)[n:7]1.[Cl:32][n:33]1[c:34](=[O:35])[n:36]([Cl:37])[c:38](=[O:39])[n:40]([Cl:41])[c:42]1=[O:43].[Na+:20].[O-:16][C:17]([OH:18])=[O:19]>>[Cl:1][c:2]1[cH:3][c:4]([C:14](=[O:15])[OH:16])[n:5][c:6](-[c:8]2[cH:9][cH:10][cH:11][cH:12][cH:13]2)[n:7]1.